Dataset: the Open Reaction Database (ORD), a public repository of structured organic reaction records. Task: describe an organic reaction: reactants, conditions, products, and yield Reactants: C(C1=CC=CC=C1)N1CCC(CC1)N1C(=O)C=CC2=CC=C(C=C12)N (1-(1-benzyl-4-piperidinyl)-7-aminocarbostyril), C=O (formalin), C([O-])([O-])=O.[K+].[K+] (potassium carbonate), [BH3-]C#N.[Na+] (NaBH3CN). The solvent is CO (methanol), O (water), C(C)(=O)O (acetic acid). Conditions: time 1 hour. Yields the product C(C1=CC=CC=C1)N1CCC(CC1)N1C(=O)C=CC2=CC=C(C=C12)N(C)C (1-(1-benzyl-4-piperidinyl)-7-dimethylaminocarbostyril). RXN SMILES: [CH2:1]([N:8]1[CH2:13][CH2:12][CH:11]([N:14]2[C:24]3[C:19](=[CH:20][CH:21]=[C:22](N)[CH:23]=3)[CH:18]=[CH:17][C:15]2=[O:16])[CH2:10][CH2:9]1)[C:2]1[CH:7]=[CH:6][CH:5]=[CH:4][CH:3]=1.C=O.[BH3-][C:29]#[N:30].[Na+].[C:32](=O)([O-])[O-].[K+].[K+]>O.C(O)(=O)C.CO>[CH2:1]([N:8]1[CH2:13][CH2:12][CH:11]([N:14]2[C:24]3[C:19](=[CH:20][CH:21]=[C:22]([N:30]([CH3:29])[CH3:32])[CH:23]=3)[CH:18]=[CH:17][C:15]2=[O:16])[CH2:10][CH2:9]1)[C:2]1[CH:7]=[CH:6][CH:5]=[CH:4][CH:3]=1 |f:2.3,4.5.6|. Procedure: To a mixture of 1-(1-benzyl-4-piperidinyl)-7-aminocarbostyril (0.7 g), methanol (10 ml) and 37% formalin (1.4 ml) is added NaBH3CN (0.3 g) in portions. Thereafter, acetic acid (0.7 ml) is added thereto in portions at room temperature and the mixture is stirred at the same temperature for 1 hour. After completion of the reaction, water is added to the reaction mixture and the mixture is neutralized with an aqueous potassium carbonate and then extracted with ethyl acetate. The extract is concentra... Starting materials: CC1CC2CN(C(=O)OC(C)(C)C)C(C=O)C2C1, ClC(Cl)Cl, NCc1ccccc1, [Na+], O=C([O-])O. Yields the product CC1CC2CN(C(=O)OC(C)(C)C)C(CNCc3ccccc3)C2C1. Reaction SMILES: [C:9]([CH3:10])([CH3:11])([CH3:12])[O:13][C:14](=[O:15])[N:16]1[CH:17]([CH:25]=[O:26])[CH:18]2[CH2:19][CH:20]([CH3:24])[CH2:21][CH:22]2[CH2:23]1.[CH:32]([Cl:33])([Cl:34])[Cl:35].[NH2:1][CH2:2][c:3]1[cH:4][cH:5][cH:6][cH:7][cH:8]1.[Na+:31].[O-:27][C:28]([OH:29])=[O:30]>>[NH:1]([CH2:2][c:3]1[cH:4][cH:5][cH:6][cH:7][cH:8]1)[CH2:25][CH:17]1[N:16]([C:14]([O:13][C:9]([CH3:10])([CH3:11])[CH3:12])=[O:15])[CH2:23][CH:22]2[CH:18]1[CH2:19][CH:20]([CH3:24])[CH2:21]2. Starting materials: O1CCOC12CC(NCC2)CN2C(C1=CC=CC=C1C2=O)=O (2-(1,4-dioxa-8-aza-spiro[4.5]dec-7-ylmethyl)-isoindole-1,3-dione), NN (hydrazine). Run in C(C)O (ethanol). Conditions: temperature 80 celsius, time 6 hour. Product: O1CCOC12CC(NCC2)CN ((1,4-dioxa-8-aza-spiro[4.5]dec-7-yl)methylamine). The yield is 63.3%. Reaction SMILES: [O:1]1[C:5]2([CH2:10][CH2:9][NH:8][CH:7]([CH2:11][N:12]3C(=O)C4C(=CC=CC=4)C3=O)[CH2:6]2)[O:4][CH2:3][CH2:2]1.NN>C(O)C>[O:1]1[C:5]2([CH2:10][CH2:9][NH:8][CH:7]([CH2:11][NH2:12])[CH2:6]2)[O:4][CH2:3][CH2:2]1. Procedure: To a suspension of the above 2-(1,4-dioxa-8-aza-spiro[4.5]dec-7-ylmethyl)-isoindole-1,3-dione (3.85 mmol) in absolute ethanol (25 ml) was added hydrazine (0.36 ml, 11.55 mmol). The reaction was stirred at 80° C. (oil bath) for 6 h., then cooled to ambient temperature and stirred for an additional 12 h. The thick precipitate was filtered off and washed with ethanol. The filtrate was concentrated in vacuo and reconstituted in dichloromethane (20 ml), forming a small amount of a second precipitate ... The reactants are ClC1=NC(=NC(=C1C(C(=O)OC)CCC)C)C1=CC=CC=C1 (methyl 2-(4-chloro-6-methyl-2-phenylpyrimidin-5-yl)pentanoate), C(C)(C)N(C(C)C)CC (N,N-Diisopropylethylamine), C1=C(C=CC2=CC=CC=C12)B(O)O (naphthalen-2-ylboronic acid). Reagents/catalysts: [Pd].C1(=CC=CC=C1)P(C1=CC=CC=C1)C1=CC=CC=C1.C1(=CC=CC=C1)P(C1=CC=CC=C1)C1=CC=CC=C1.C1(=CC=CC=C1)P(C1=CC=CC=C1)C1=CC=CC=C1.C1(=CC=CC=C1)P(C1=CC=CC=C1)C1=CC=CC=C1 (tetrakis(triphenylphosphine) palladium(0)). Run in COCCOC.O (DME water). Yields the product CC1=NC(=NC(=C1C(C(=O)OC)CCC)C1=CC2=CC=CC=C2C=C1)C1=CC=CC=C1 (Methyl 2-(4-methyl-6-(naphthalen-2-yl)-2-phenylpyrimidin-5-yl)pentanoate). Isolated yield 71.6%. Reaction SMILES: Cl[C:2]1[C:7]([CH:8]([CH2:13][CH2:14][CH3:15])[C:9]([O:11][CH3:12])=[O:10])=[C:6]([CH3:16])[N:5]=[C:4]([C:17]2[CH:22]=[CH:21][CH:20]=[CH:19][CH:18]=2)[N:3]=1.C(N(CC)C(C)C)(C)C.[CH:32]1[C:41]2[C:36](=[CH:37][CH:38]=[CH:39][CH:40]=2)[CH:35]=[CH:34][C:33]=1B(O)O>COCCOC.O.[Pd].C1(P(C2C=CC=CC=2)C2C=CC=CC=2)C=CC=CC=1.C1(P(C2C=CC=CC=2)C2C=CC=CC=2)C=CC=CC=1.C1(P(C2C=CC=CC=2)C2C=CC=CC=2)C=CC=CC=1.C1(P(C2C=CC=CC=2)C2C=CC=CC=2)C=CC=CC=1>[CH3:16][C:6]1[C:7]([CH:8]([CH2:13][CH2:14][CH3:15])[C:9]([O:11][CH3:12])=[O:10])=[C:2]([C:33]2[CH:34]=[CH:35][C:36]3[C:41](=[CH:40][CH:39]=[CH:38][CH:37]=3)[CH:32]=2)[N:3]=[C:4]([C:17]2[CH:22]=[CH:21][CH:20]=[CH:19][CH:18]=2)[N:5]=1 |f:3.4,5.6.7.8.9|. Procedure: This compound was prepared according to general method E from methyl 2-(4-chloro-6-methyl-2-phenylpyrimidin-5-yl)pentanoate (0.159 g; 0.5 mmol), tetrakis(triphenylphosphine) palladium(0) (0.058 mg; 0.05 mmol), N,N-Diisopropylethylamine (0.345 mL; 2 mmol) and naphthalen-2-ylboronic acid (0.258 g; 1.5 mmol) in DME-water (2 mL) for 30 min. Purification by flash-chromatography on silica gel using a gradient of ethyl acetate (2-40%) in heptane furnished 0.147 g (71%) of the title compound. Starting materials: ClC=1N=C(C2=C(N1)C(=CS2)C)Cl (2,4-dichloro-7-methylthieno[3,2-d]pyrimidine), C(C1=CC=CC=C1)N (benzylamine), O (Water). Run in CN(C)C=O (DMF). Conditions: time 3 hour. The product is C(C1=CC=CC=C1)NC=1C2=C(N=C(N1)Cl)C(=CS2)C (4-Benzylamino-2-chloro-7-methylthieno[3,2-d]pyrimidine). Yield: 92.4%. RXN SMILES: [Cl:1][C:2]1[N:3]=[C:4](Cl)[C:5]2[S:10][CH:9]=[C:8]([CH3:11])[C:6]=2[N:7]=1.[CH2:13]([NH2:20])[C:14]1[CH:19]=[CH:18][CH:17]=[CH:16][CH:15]=1.O>CN(C=O)C>[CH2:13]([NH:20][C:4]1[C:5]2[S:10][CH:9]=[C:8]([CH3:11])[C:6]=2[N:7]=[C:2]([Cl:1])[N:3]=1)[C:14]1[CH:19]=[CH:18][CH:17]=[CH:16][CH:15]=1. Procedure details: In 3 ml of DMF was dissolved 300 mg (1.4 mmol) of 2,4-dichloro-7-methylthieno[3,2-d]pyrimidine, and after 220 mg (2.1 mmol) of benzylamine was added to the resulting solution, the mixture was stirred for 3 hours. Water was added to the reaction mixture, and crystals thus precipitated were filtered to give 375 mg (yield: 94.5%) of the title compound. Reactants: C(C)(C)(C)C=1C=C(C=C(C1O)C(C)(C)C)CCC(=O)Cl (3-(3,5-di-t-butyl-4hydroxyphenyl)propionyl chloride), CC1(C(C(C(C(C1O)(C)C)O)(C)C)O)C (2,2,4,4,6,6-hexamethyl cyclohexane-1,3,5-triol), ice water. The solvent is N1=CC=CC=C1 (pyridine). Conditions: time 30 minute. Yields the product C(C)(C)(C)C=1C=C(C=C(C1O)C(C)(C)C)CCC(=O)OC1C(C(C(C(C1(C)C)OC(CCC1=CC(=C(C(=C1)C(C)(C)C)O)C(C)(C)C)=O)(C)C)OC(CCC1=CC(=C(C(=C1)C(C)(C)C)O)C(C)(C)C)=O)(C)C (1,3,5-tris-[3-(3,5-Di-t-butyl-4-hydroxyphenyl)-propionyloxy]-2,2,4,4,6,6-hexamethylcyclohexane). Reaction SMILES: [CH3:1][C:2]1([CH3:15])[CH:7]([OH:8])[C:6]([CH3:10])([CH3:9])[CH:5]([OH:11])[C:4]([CH3:13])([CH3:12])[CH:3]1[OH:14].[C:16]([C:20]1[CH:21]=[C:22]([CH2:31][CH2:32][C:33](Cl)=[O:34])[CH:23]=[C:24]([C:27]([CH3:30])([CH3:29])[CH3:28])[C:25]=1[OH:26])([CH3:19])([CH3:18])[CH3:17]>N1C=CC=CC=1>[C:16]([C:20]1[CH:21]=[C:22]([CH2:31][CH2:32][C:33]([O:14][CH:3]2[C:2]([CH3:15])([CH3:1])[CH:7]([O:8][C:33](=[O:34])[CH2:32][CH2:31][C:22]3[CH:23]=[C:24]([C:27]([CH3:28])([CH3:30])[CH3:29])[C:25]([OH:26])=[C:20]([C:16]([CH3:19])([CH3:17])[CH3:18])[CH:21]=3)[C:6]([CH3:9])([CH3:10])[CH:5]([O:11][C:33](=[O:34])[CH2:32][CH2:31][C:22]3[CH:23]=[C:24]([C:27]([CH3:28])([CH3:30])[CH3:29])[C:25]([OH:26])=[C:20]([C:16]([CH3:19])([CH3:18])[CH3:17])[CH:21]=3)[C:4]2([CH3:13])[CH3:12])=[O:34])[CH:23]=[C:24]([C:27]([CH3:30])([CH3:29])[CH3:28])[C:25]=1[OH:26])([CH3:19])([CH3:18])[CH3:17]. Reported procedure: To a stirred cooled solution of 2.16 g (0.010 mole) of 2,2,4,4,6,6-hexamethyl cyclohexane-1,3,5-triol in 50 ml of pyridine is added in several portions over a 20 minute period, 10.69 g (0.036 mole) of 3-(3,5-di-t-butyl-4hydroxyphenyl)propionyl chloride. This mixture is stirred for 30 minutes at 0° to 5°C and then for 15 hours at 45° to 50°C. The mixture is cooled to room temperature and poured into ice water. This mixture is then extracted several times with ethyl ether and these extracts are in... The reactants are C1(CC1)C(=O)NN (cyclopropane carboxylic acid hydrazide), product, C(=S)=S (carbon disulfide). Run in CN(C=O)C (dimethylformamide). Reaction conditions: time 1 hour. Yields the product SC=1OC(=NN1)C1CC1 (2-Mercapto-5-Cyclopropyl-1,3,4-Oxadiazole). RXN SMILES: [CH:1]1([C:4]([NH:6][NH2:7])=[O:5])[CH2:3][CH2:2]1.[C:8](=S)=[S:9]>CN(C)C=O>[SH:9][C:8]1[O:5][C:4]([CH:1]2[CH2:3][CH2:2]2)=[N:6][N:7]=1. Procedure details: To a stirred mixture of 17.9 g (0.179 mole) cyclopropane carboxylic acid hydrazide (the product of Example 6) in about 75 ml dimethylformamide, 68.0 g (0.894 mole) carbon disulfide was added (and all solids dissolved). The solution turned orange and then green. The reaction mixture was stirred about 1 hour at room temperature, refluxed about 3 hours, and stirred overnight at room temperature. The mixture was added to an ice-water bath to give an oil. The mixture was extracted with methylene chlo... Starting materials: O=C(O)c1ccc(OCC(F)F)cn1, CC1(C)OC(N)=NC(C)(c2cc(N)ccc2F)C1(F)F. The product is CC1(C)OC(N)=NC(C)(c2cc(NC(=O)c3ccc(OCC(F)F)cn3)ccc2F)C1(F)F. Reaction SMILES: [F:21][CH:22]([CH2:23][O:24][c:25]1[cH:26][cH:27][c:28]([C:31](=[O:32])[OH:33])[n:29][cH:30]1)[F:34].[NH2:1][c:2]1[cH:3][cH:4][c:5]([F:20])[c:6]([C:8]2([CH3:19])[N:9]=[C:10]([NH2:18])[O:11][C:12]([CH3:16])([CH3:17])[C:13]2([F:14])[F:15])[cH:7]1>>[NH:1]([c:2]1[cH:3][cH:4][c:5]([F:20])[c:6]([C:8]2([CH3:19])[N:9]=[C:10]([NH2:18])[O:11][C:12]([CH3:16])([CH3:17])[C:13]2([F:14])[F:15])[cH:7]1)[C:31]([c:28]1[cH:27][cH:26][c:25]([O:24][CH2:23][CH:22]([F:21])[F:34])[cH:30][n:29]1)=[O:32].